From a dataset of the Open Reaction Database (ORD), a public repository of structured organic reaction records. describe an organic reaction: reactants, conditions, products, and yield Starting materials: Cl.ClCCNCCCl (bis(2-chloroethyl)amine hydrochloride), P(=O)(Cl)(Cl)Cl (phosphorus oxychloride). Product: ClCCN(P(=O)(Cl)Cl)CCCl (N,N-Bis(2-chloroethyl)phosphoramidic dichloride). RXN SMILES: Cl.[Cl:2][CH2:3][CH2:4][NH:5][CH2:6][CH2:7][Cl:8].[P:9](Cl)([Cl:12])([Cl:11])=[O:10]>>[Cl:2][CH2:3][CH2:4][N:5]([CH2:6][CH2:7][Cl:8])[P:9]([Cl:12])([Cl:11])=[O:10] |f:0.1|. Procedure details: A suspension of 50 g of bis(2-chloroethyl)amine hydrochloride in 130 mL of distilled phosphorus oxychloride, bp 105.5-107.5° C., was heated under reflux for 12 hours until complete solution resulted. The excess phosphorus oxychloride was removed by distillation and the residue was distilled under reduced pressure. The fraction, bp 123-125°C./0.6 mm Hg, was collected as a water-clear fluid which crystallised as a solid mass on cooling, 58 g, mp 54-56°C. The product crystallised from acetone-petro... Starting materials: Mg, BrCCCCCCCCCCOCC1=CC=CC=C1 ((((10-bromodecyl)oxy)methyl)benzene), C1CCOC1 (THF), II (Iodine), BrCCCCCCCC (1-bromooctane), C1CCOC1 (THF), C1CCOC1 (THF). Reaction conditions: time 30 minute. The product is C(C1=CC=CC=C1)OCCCCCCCCCC(CCCCCCCC)O (18-(benzyloxy)octadecan-9-ol). Reaction SMILES: II.Br[CH2:4][CH2:5][CH2:6][CH2:7][CH2:8][CH2:9][CH2:10][CH3:11].Br[CH2:13][CH2:14][CH2:15][CH2:16][CH2:17][CH2:18][CH2:19][CH2:20][CH2:21][CH2:22][O:23][CH2:24][C:25]1[CH:30]=[CH:29][CH:28]=[CH:27][CH:26]=1.C1C[O:34]CC1>>[CH2:24]([O:23][CH2:22][CH2:21][CH2:20][CH2:19][CH2:18][CH2:17][CH2:16][CH2:15][CH2:14][CH:13]([OH:34])[CH2:4][CH2:5][CH2:6][CH2:7][CH2:8][CH2:9][CH2:10][CH3:11])[C:25]1[CH:30]=[CH:29][CH:28]=[CH:27][CH:26]=1. Procedure details: To a stirred suspension of Mg metal (0.65 g, 26.83 mmol) and a catalytic amount of Iodine in dry THF (20 ml) at 70° C., 1-bromooctane (3.57 ml, 23.48 mmol) in THF (10 ml) was added dropwise. Stirring was continued for another 30 minutes at this temperature, then the reaction mixture was cooled to room temperature, and was added slowly to a stirred solution of (((10-bromodecyl)oxy)methyl)benzene (4.4 g, 16.77 mmol) in THF (30 ml) at 0° C. The reaction was warmed to room temperature and stirring w... Starting materials: IC=1C=C(C=CC1C)NC(=O)C=1C=CC(=NC1)N1CCC(CC1)C(=O)O (5′-(3-Iodo-4-methyl-phenylcarbamoyl)-3,4,5,6-tetrahydro-2H-[1,2′]bipyridinyl-4-carboxylic acid), C(C)(C)(C)S(=O)(=O)N (t-butyl sulfonamide), IC1=C(C=C(C=C1)NC(=O)C=1C(=CC=NC1)N1CCC(CC1)C(=O)NS(=O)(=O)C(C)(C)C)C (4-(2-Methyl-propane-2-sulfonylaminocarbonyl)-3,4,5,6-tetrahydro-2H-[1,4]bipyridinyl-5′-carboxylic acid (4-iodo-3-methyl-phenyl)-amide). Yields the product IC=1C=C(C=CC1C)NC(=O)C=1C=CC(=NC1)N1CCC(CC1)C(=O)NS(=O)(=O)C(C)(C)C (4-(2-Methyl-propane-2-sulfonylaminocarbonyl)-3,4,5,6-tetrahydro-2H-[1,2′]bipyridinyl-5′-carboxylic acid (3-iodo-4-methyl-phenyl)-amide). Reaction SMILES: [I:1][C:2]1[CH:3]=[C:4]([NH:9][C:10]([C:12]2[CH:13]=[CH:14][C:15]([N:18]3[CH2:23][CH2:22][CH:21]([C:24](O)=[O:25])[CH2:20][CH2:19]3)=[N:16][CH:17]=2)=[O:11])[CH:5]=[CH:6][C:7]=1[CH3:8].[C:27]([S:31]([NH2:34])(=[O:33])=[O:32])([CH3:30])([CH3:29])[CH3:28].IC1C=CC(NC(C2C(N3CCC(C(NS(C(C)(C)C)(=O)=O)=O)CC3)=CC=NC=2)=O)=CC=1C>>[I:1][C:2]1[CH:3]=[C:4]([NH:9][C:10]([C:12]2[CH:13]=[CH:14][C:15]([N:18]3[CH2:23][CH2:22][CH:21]([C:24]([NH:34][S:31]([C:27]([CH3:30])([CH3:29])[CH3:28])(=[O:33])=[O:32])=[O:25])[CH2:20][CH2:19]3)=[N:16][CH:17]=2)=[O:11])[CH:5]=[CH:6][C:7]=1[CH3:8]. Procedure: 4-(2-Methyl-propane-2-sulfonylaminocarbonyl)-3,4,5,6-tetrahydro-2H-[1,2′]bipyridinyl-5′-carboxylic acid (3-iodo-4-methyl-phenyl)-amide was prepared from 5′-(3-Iodo-4-methyl-phenylcarbamoyl)-3,4,5,6-tetrahydro-2H-[1,2′]bipyridinyl-4-carboxylic acid and t-butyl sulfonamide in a manner similar to the one described in the synthesis of 4-(2-Methyl-propane-2-sulfonylaminocarbonyl)-3,4,5,6-tetrahydro-2H-[1,4]bipyridinyl-5′-carboxylic acid (4-iodo-3-methyl-phenyl)-amide. The product was isolated after a... Starting materials: C1CCOC1, Cc1ccc(-c2ccc(S(C)(=O)=O)cc2)n1-c1ccc(Br)cc1, [Li]CCCC, [Cl-], [Cl-], [Zn+2], c1cscn1, c1ccc(P(c2ccccc2)(c2ccccc2)[Pd](P(c2ccccc2)(c2ccccc2)c2ccccc2)(P(c2ccccc2)(c2ccccc2)c2ccccc2)P(c2ccccc2)(c2ccccc2)c2ccccc2)cc1. The product is Cc1ccc(-c2ccc(S(C)(=O)=O)cc2)n1-c1ccc(-c2nccs2)cc1. As a reaction SMILES: [CH2:34]1[O:35][CH2:36][CH2:37][CH2:38]1.[CH3:11][c:12]1[n:13](-[c:27]2[cH:28][cH:29][c:30]([Br:33])[cH:31][cH:32]2)[c:14](-[c:17]2[cH:18][cH:19][c:20]([S:23](=[O:24])(=[O:25])[CH3:26])[cH:21][cH:22]2)[cH:15][cH:16]1.[CH3:6][CH2:7][CH2:8][CH2:9][Li:10].[Cl-:39].[Cl-:41].[Zn+2:40].[cH:1]1[cH:2][s:3][cH:4][n:5]1.[cH:42]1[cH:43][cH:44][c:45]([P:46]([Pd:47]([P:48]([c:49]2[cH:50][cH:51][cH:52][cH:53][cH:54]2)([c:55]2[cH:56][cH:57][cH:58][cH:59][cH:60]2)[c:61]2[cH:62][cH:63][cH:64][cH:65][cH:66]2)([P:67]([c:68]2[cH:69][cH:70][cH:71][cH:72][cH:73]2)([c:74]2[cH:75][cH:76][cH:77][cH:78][cH:79]2)[c:80]2[cH:81][cH:82][cH:83][cH:84][cH:85]2)[P:86]([c:87]2[cH:88][cH:89][cH:90][cH:91][cH:92]2)([c:93]2[cH:94][cH:95][cH:96][cH:97][cH:98]2)[c:99]2[cH:100][cH:101][cH:102][cH:103][cH:104]2)([c:105]2[cH:106][cH:107][cH:108][cH:109][cH:110]2)[c:111]2[cH:112][cH:113][cH:114][cH:115][cH:116]2)[cH:117][cH:118]1>>[cH:1]1[cH:2][s:3][c:4](-[c:30]2[cH:29][cH:28][c:27](-[n:13]3[c:12]([CH3:11])[cH:16][cH:15][c:14]3-[c:17]3[cH:18][cH:19][c:20]([S:23](=[O:24])(=[O:25])[CH3:26])[cH:21][cH:22]3)[cH:32][cH:31]2)[n:5]1. The reactants are CCN(C(C)C)C(C)C, COC(=O)Cl, ClCCl, NC1CCC(n2nnc3cnc4c(ccn4S(=O)(=O)c4ccccc4)c32)C1. Product: COC(=O)NC1CCC(n2nnc3cnc4c(ccn4S(=O)(=O)c4ccccc4)c32)C1. RXN SMILES: [CH:33]([N:34]([CH:35]([CH3:36])[CH3:37])[CH2:38][CH3:39])([CH3:40])[CH3:41].[Cl:1][C:2](=[O:3])[O:4][CH3:5].[Cl:42][CH2:43][Cl:44].[c:6]1([S:12](=[O:13])(=[O:14])[n:15]2[c:16]3[n:17][cH:18][c:19]4[n:20][n:21][n:22]([CH:27]5[CH2:28][CH:29]([NH2:32])[CH2:30][CH2:31]5)[c:23]4[c:24]3[cH:25][cH:26]2)[cH:7][cH:8][cH:9][cH:10][cH:11]1>>[C:2](=[O:3])([O:4][CH3:5])[NH:32][CH:29]1[CH2:28][CH:27]([n:22]2[n:21][n:20][c:19]3[cH:18][n:17][c:16]4[n:15]([S:12]([c:6]5[cH:7][cH:8][cH:9][cH:10][cH:11]5)(=[O:13])=[O:14])[cH:26][cH:25][c:24]4[c:23]32)[CH2:31][CH2:30]1. Reactants: C(C1=CC=CC=C1)(=O)N=C=S (benzoyl isothiocyanate), N1(CCNCC1)C1=C(C=C(C=C1)C=1C(CC(NN1)=O)C)[N+](=O)[O-] (6-[4-(1-piperazinyl)-3-nitro-phenyl]-4,5-dihydro-5-methyl-3(2H)-pyridazinone). The solvent is O1CCOCC1 (1,4-dioxane). Reaction conditions: time 2 hour. The product is C(C1=CC=CC=C1)(=O)NC(=S)N1CCN(CC1)C1=C(C=C(C=C1)C=1C(CC(NN1)=O)C)[N+](=O)[O-] (6-[4-[4-(Benzoylamino-thiocarbonyl)piperazin-1-yl]-3-nitro-phenyl]-4,5-dihydro-5-methyl-3(2H)-pyridazinone). Reaction SMILES: [C:1]([N:9]=[C:10]=[S:11])(=[O:8])[C:2]1[CH:7]=[CH:6][CH:5]=[CH:4][CH:3]=1.[N:12]1([C:18]2[CH:23]=[CH:22][C:21]([C:24]3[CH:25]([CH3:31])[CH2:26][C:27](=[O:30])[NH:28][N:29]=3)=[CH:20][C:19]=2[N+:32]([O-:34])=[O:33])[CH2:17][CH2:16][NH:15][CH2:14][CH2:13]1>O1CCOCC1>[C:1]([NH:9][C:10]([N:15]1[CH2:16][CH2:17][N:12]([C:18]2[CH:23]=[CH:22][C:21]([C:24]3[CH:25]([CH3:31])[CH2:26][C:27](=[O:30])[NH:28][N:29]=3)=[CH:20][C:19]=2[N+:32]([O-:34])=[O:33])[CH2:13][CH2:14]1)=[S:11])(=[O:8])[C:2]1[CH:7]=[CH:6][CH:5]=[CH:4][CH:3]=1. Reported procedure: 27.0 g (0.165 mol) of benzoyl isothiocyanate are added at room temperature to 52.4 g (0.165 mol) of 6-[4-(1-piperazinyl)-3-nitro-phenyl]-4,5-dihydro-5-methyl-3(2H)-pyridazinone in 1200 ml of 1,4-dioxane. The reaction mixture is stirred at room temperature for 2 hours and then concentrated to 700 ml under vacuum and left to crystallize. 76 05 g (96% of theoretical) of orange-yellow crystals melting at 174.5°-177° C. are obtained after suction filtration.